Dataset: the Open Reaction Database (ORD), a public repository of structured organic reaction records. Task: describe an organic reaction: reactants, conditions, products, and yield Reactants: O=C(n1ccnc1)n1ccnc1, Cc1cc(=O)c(OCc2ccccc2)c(C(=O)O)o1, CN(C)C=O, NC1CCCCC1. Yields the product Cc1cc(=O)c(OCc2ccccc2)c(C(=O)NC2CCCCC2)o1. As a reaction SMILES: [C:1]([n:2]1[cH:3][cH:4][n:5][cH:6]1)([n:7]1[cH:8][cH:9][n:10][cH:11]1)=[O:12].[CH2:13]([c:14]1[cH:15][cH:16][cH:17][cH:18][cH:19]1)[O:20][c:21]1[c:22]([C:29](=[O:30])[OH:31])[o:23][c:24]([CH3:28])[cH:25][c:26]1=[O:27].[CH3:39][N:40]([CH3:41])[CH:42]=[O:43].[NH2:32][CH:33]1[CH2:34][CH2:35][CH2:36][CH2:37][CH2:38]1>>[CH2:13]([c:14]1[cH:15][cH:16][cH:17][cH:18][cH:19]1)[O:20][c:21]1[c:22]([C:29](=[O:31])[NH:32][CH:33]2[CH2:34][CH2:35][CH2:36][CH2:37][CH2:38]2)[o:23][c:24]([CH3:28])[cH:25][c:26]1=[O:27]. Reactants: C([O-])([O-])=O.[Na+].[Na+] (sodium carbonate), C(C)(C)(C)C1=NC=C(C=N1)C#N (2-tert-butyl-5-cyanopyrimidine), C(=O)=O (carbon dioxide), Cl.Cl.NC=1C=NC(=CC1N)C(C)(C)C (3,4-diamino-6-tert-butylpyridine dihydrochloride), Cl.Cl.C1(=C(C=CC=C1)N)N (o-phenylenediamine dihydrochloride). Solvent: O (water), C(C)O (ethanol), O (water). Run at time 30 minute. Product: C(C)(C)(C)C1=NC=C(C=N1)C1=NC2=C(C=NC(=C2)C(C)(C)C)N1 (2-(2-tert-Butylpyrimidin-5-yl)-6-tert-butyl-3H-imidazo[4,5-c]pyridine). Reaction SMILES: [C:1]([C:5]1[N:10]=[CH:9][C:8]([C:11]#[N:12])=[CH:7][N:6]=1)([CH3:4])([CH3:3])[CH3:2].Cl.Cl.[NH2:15][C:16]1[CH:17]=[N:18][C:19]([C:23]([CH3:26])([CH3:25])[CH3:24])=[CH:20][C:21]=1N.Cl.Cl.C1(N)C=CC=CC=1N.C(=O)([O-])[O-].[Na+].[Na+].C(=O)=O>C(O)C.O>[C:1]([C:5]1[N:10]=[CH:9][C:8]([C:11]2[NH:15][C:16]3[CH:17]=[N:18][C:19]([C:23]([CH3:25])([CH3:24])[CH3:26])=[CH:20][C:21]=3[N:12]=2)=[CH:7][N:6]=1)([CH3:4])([CH3:2])[CH3:3] |f:1.2.3,4.5.6,7.8.9|. Procedure: Preparation analogous to 16), S43, using 16.1 g (100 mmol) of 2-tert-butyl-5-cyanopyrimidine [126230-72-6] and 71.4 g (300 mmol) of 3,4-diamino-6-tert-butylpyridine dihydrochloride (S50) instead of 25.9 g (100 mmol) of 2-N-pivaloylamido-3-cyano-6-tert-butylpyridine (S42) and 90.5 g (500 mmol) of o-phenylenediamine dihydrochloride [615-28-1]. After cooling, the violet melt is dissolved in a mixture of 150 ml of ethanol and 300 ml of water at elevated temperature, and a solution of 25 g of sodium ...